Dataset: the Open Reaction Database (ORD), a public repository of structured organic reaction records. Task: describe an organic reaction: reactants, conditions, products, and yield The reactants are C(C)OC(NC=1SC2=C(N1)C(=CC=C2I)OC)=O ((7-iodo-4-methoxy-benzothiazol-2-yl)-carbamic acid ethyl ester), C(CCC)[Sn](C=1OCCOC1)(CCCC)CCCC (tributyl-(5,6-dihydro-[1,4]dioxin-2-yl)-stannane), O1C(=CC=C1)P(C=1OC=CC1)C=1OC=CC1 (trifurylphosphine). The reagents and catalysts are C=1C=CC(=CC1)/C=C/C(=O)/C=C/C2=CC=CC=C2.C=1C=CC(=CC1)/C=C/C(=O)/C=C/C2=CC=CC=C2.[Pd] (bis(dibenzylideneacetone)palladium). The solvent is O1CCOCC1 (dioxane). Conditions: temperature 100 celsius. Product: C(C)OC(NC=1SC2=C(N1)C(=CC=C2C=2OCCOC2)OC)=O ([7-(5,6-dihydro-[1,4]dioxin-2-yl)-4-methoxy-benzothiazol-2-yl]-carbamic acid ethyl ester). Isolated yield 90.1%. Reaction SMILES: [CH2:1]([O:3][C:4](=[O:18])[NH:5][C:6]1[S:7][C:8]2[C:14](I)=[CH:13][CH:12]=[C:11]([O:16][CH3:17])[C:9]=2[N:10]=1)[CH3:2].C([Sn](CCCC)(CCCC)[C:24]1[O:25][CH2:26][CH2:27][O:28][CH:29]=1)CCC.O1C=CC=C1P(C1OC=CC=1)C1OC=CC=1>O1CCOCC1.C1C=CC(/C=C/C(/C=C/C2C=CC=CC=2)=O)=CC=1.C1C=CC(/C=C/C(/C=C/C2C=CC=CC=2)=O)=CC=1.[Pd]>[CH2:1]([O:3][C:4](=[O:18])[NH:5][C:6]1[S:7][C:8]2[C:14]([C:24]3[O:25][CH2:26][CH2:27][O:28][CH:29]=3)=[CH:13][CH:12]=[C:11]([O:16][CH3:17])[C:9]=2[N:10]=1)[CH3:2] |f:4.5.6|. Reported procedure: To a stirred solution of 5.0 g (13.2 mmol) (7-iodo-4-methoxy-benzothiazol-2-yl)-carbamic acid ethyl ester in 60 ml dioxane were added 6.94 g (18.5 mmol) tributyl-(5,6-dihydro-[1,4]dioxin-2-yl)-stannane, 456 mg (0.79 mmol) bis(dibenzylideneacetone)palladium and 491 mg (2.12 mmol) trifurylphosphine. The mixture was heated at 100° C. for 3 h, then cooled to room temperature and concentrated in vacuo. Flash chromatography (5/95 acetone/dichloromethane) afforded 4.00 g (90%) [7-(5,6-dihydro-[1,4]diox...